Dataset: the Open Reaction Database (ORD), a public repository of structured organic reaction records. Task: describe an organic reaction: reactants, conditions, products, and yield The reactants are BrC1=C(C(=CC=C1)C(F)(F)F)O (2-bromo-6-trifluoromethylphenol), C(C)(C)(C)[Li] (t-Butyllithium), IC (iodomethane), solution. The solvent is C1CCOC1 (THF), C1CCOC1 (THF), CCCCCC (hexane). Run at temperature -78 celsius, time 45 minute. The product is CC1=C(C(=CC=C1)C(F)(F)F)O (2-methyl-6 -trifluoromethylphenol). RXN SMILES: [C:1]([Li])(C)(C)C.Br[C:7]1[CH:12]=[CH:11][CH:10]=[C:9]([C:13]([F:16])([F:15])[F:14])[C:8]=1[OH:17].IC>C1COCC1.CCCCCC>[CH3:1][C:7]1[CH:12]=[CH:11][CH:10]=[C:9]([C:13]([F:16])([F:15])[F:14])[C:8]=1[OH:17]. Procedure details: t-Butyllithium (1.7 ml of a 1.8M solution of hexane; 3 equiv.) is added to THF (1 ml) and cooled to -78° C. under argon with stirring, and a solution of 2-bromo-6-trifluoromethylphenol in dry THF (1 ml; 1 mmol) is added dropwise via syringe. The reaction is stirred 30 minutes, and then iodomethane (340 mg; 2.4 equiv.) is added dropwise via syringe at -78° C. under argon, with stirring. The mixture is allowed to warm to 0° C. with stirring over 15 minutes, and stirring is continued for 45 minutes...